This data is from the Open Reaction Database (ORD), a public repository of structured organic reaction records. The task is: describe an organic reaction: reactants, conditions, products, and yield Product: OCC(CO)(CO)C1CCC1. RXN SMILES: [CH2:1]([c:2]1[cH:3][cH:4][cH:5][cH:6][cH:7]1)[O:8][CH2:9][C:10]([CH2:11][OH:12])([CH2:13][OH:14])[CH:15]1[CH2:16][CH2:17][CH2:18]1.[Cl-:20].[NH3:22].[NH4+:21].[Na:19]>>[OH:8][CH2:9][C:10]([CH2:11][OH:12])([CH2:13][OH:14])[CH:15]1[CH2:16][CH2:17][CH2:18]1. The reactants are OCC(CO)(COCc1ccccc1)C1CCC1, [Cl-], N, [NH4+], [Na]. Reactants: N[C@@H](CC1=CC=CC=C1)[C@H](C[C@H](CC1=CC=CC=C1)NC(=O)OC(C)(C)C)O ((2S,3S,5S)-2-amino-5-[N-(tert-butyloxycarbonyl)amino]-1,6-diphenyl-3-hydroxy hexane), OC=1C(=C(C(=O)O)C=CC1)C (3-hydroxy-2-methyl-benzoic acid), F[B-](F)(F)F.N1(N=NC2=C1C=CC=C2)OC(=[N+](C)C)N(C)C (O-(1H-benzotriazol-1-yl)-N,N,N',N'-tetramethyluronium tetrafluoroborate), O.ON1N=NC2=C1C=CC=C2 (1-hydroxybenzotriazole hydrate), C(C)(C)N(CC)C(C)C (diisopropylethylamine), NCCN1CCOCC1 (aminoethyl morpholine). Run in CN(C=O)C (dimethylformamide). Product: OC=1C(=C(C=CC1)C(=O)N[C@@H](CC1=CC=CC=C1)[C@H](C[C@H](CC1=CC=CC=C1)NC(=O)OC(C)(C)C)O)C ((2S,3S,5S)-2-[N-[(3-hydroxy-2-methylphenyl)carbonyl]amino]-5-[N-(tert-butyloxycarbonyl)amino]-1,6-diphenyl-3-hydroxy hexane), white solid. Isolated yield 94.0%. RXN SMILES: [NH2:1][C@H:2]([C@@H:10]([OH:28])[CH2:11][C@@H:12]([NH:20][C:21]([O:23][C:24]([CH3:27])([CH3:26])[CH3:25])=[O:22])[CH2:13][C:14]1[CH:19]=[CH:18][CH:17]=[CH:16][CH:15]=1)[CH2:3][C:4]1[CH:9]=[CH:8][CH:7]=[CH:6][CH:5]=1.[OH:29][C:30]1[C:31]([CH3:39])=[C:32]([CH:36]=[CH:37][CH:38]=1)[C:33](O)=[O:34].F[B-](F)(F)F.N1(OC(N(C)C)=[N+](C)C)C2C=CC=CC=2N=N1.O.ON1C2C=CC=CC=2N=N1.C(N(C(C)C)CC)(C)C.NCCN1CCOCC1>CN(C)C=O>[OH:29][C:30]1[C:31]([CH3:39])=[C:32]([C:33]([NH:1][C@H:2]([C@@H:10]([OH:28])[CH2:11][C@@H:12]([NH:20][C:21]([O:23][C:24]([CH3:25])([CH3:27])[CH3:26])=[O:22])[CH2:13][C:14]2[CH:15]=[CH:16][CH:17]=[CH:18][CH:19]=2)[CH2:3][C:4]2[CH:5]=[CH:6][CH:7]=[CH:8][CH:9]=2)=[O:34])[CH:36]=[CH:37][CH:38]=1 |f:2.3,4.5|. Procedure: The compound (2S,3S,5S)-2-[N-[(3-hydroxy-2-methylphenyl)carbonyl]amino]-5-[N-(tert-butyloxycarbonyl)amino]-1,6-diphenyl-3-hydroxy hexane (RS-208) was prepared from RS-216. A solution of (2S,3S,5S)-2-amino-5-[N-(tert-butyloxycarbonyl)amino]-1,6-diphenyl-3-hydroxy hexane (RS-216, 1.1 g, 2.86 mmol), 3-hydroxy-2-methyl-benzoic acid (0.478 g, 3.2 mmol), O-(1H-benzotriazol-1-yl)-N,N,N',N'-tetramethyluronium tetrafluoroborate (TBTU, 1.02 g, 3.2 mmol), 1-hydroxybenzotriazole hydrate (HOBT, 0.919 g, 6.0 ...